This data is from the Open Reaction Database (ORD), a public repository of structured organic reaction records. The task is: describe an organic reaction: reactants, conditions, products, and yield The reactants are ester, C[Al](C)C (trimethylaluminum), CNCC1CCC1 (N-methylcyclobutylmethylamine), NC=1C(=C(C(=O)OC)C=CC1)OC(C1=CC=CC=C1)C1=CC=CC=C1 (methyl 3-amino-2-diphenylmethoxybenzoate), BrC1=NC=CC(=C1C=O)C (2-bromo-4-methylpyridine-3-carboxaldehyde), tricyclic ester. The product is C1(CCC1)CN(C(=O)C=1C=CC=2C(=NC=3N=CC=C(C3C2)C)C1OC(C1=CC=CC=C1)C1=CC=CC=C1)C (9-benzhydryloxy-4-methyl-benzo[b][1,8]naphthyridine-8-carboxylic acid cyclobutylmethyl-methyl-amide). As a reaction SMILES: [NH2:1][C:2]1[C:3]([O:12][CH:13]([C:20]2[CH:25]=[CH:24][CH:23]=[CH:22][CH:21]=2)[C:14]2[CH:19]=[CH:18][CH:17]=[CH:16][CH:15]=2)=[C:4]([CH:9]=[CH:10][CH:11]=1)[C:5]([O:7]C)=O.Br[C:27]1[C:32]([CH:33]=O)=[C:31]([CH3:35])[CH:30]=[CH:29][N:28]=1.C[Al](C)C.[CH3:40][NH:41][CH2:42][CH:43]1[CH2:46][CH2:45][CH2:44]1>>[CH:43]1([CH2:42][N:41]([CH3:40])[C:5]([C:4]2[CH:9]=[CH:10][C:11]3[C:2]([C:3]=2[O:12][CH:13]([C:20]2[CH:25]=[CH:24][CH:23]=[CH:22][CH:21]=2)[C:14]2[CH:19]=[CH:18][CH:17]=[CH:16][CH:15]=2)=[N:1][C:27]2[N:28]=[CH:29][CH:30]=[C:31]([CH3:35])[C:32]=2[CH:33]=3)=[O:7])[CH2:46][CH2:45][CH2:44]1. Procedure: For example, methyl 3-amino-2-diphenylmethoxybenzoate A28.8 is reacted, as described above, with 2-bromo-4-methylpyridine-3-carboxaldehyde A28.9 (Arkivoc, 2000, 1, 52) to produce after cyclization, the tricyclic ester A28.10. The ester is then reacted with trimethylaluminum and N-methylcyclobutylmethylamine A28.11 to give 9-benzhydryloxy-4-methyl-benzo[b][1,8]naphthyridine-8-carboxylic acid cyclobutylmethyl-methyl-amide A28.12. Benzylic bromination then gives the bromomethyl analog A28.13. The l... Reactants: N1N=CN=C1 (1,2,4-triazole), ClC=1N=C(C2=C(N1)SC(=C2)CC)NCC2=CC=C(C=C2)F (2-chloro-6-ethyl-4-(4-fluorobenzylamino)-thieno-[2,3-d]-pyrimidine). Yields the product N1(N=CN=C1)C=1N=C(C2=C(N1)SC(=C2)CC)NCC2=CC=C(C=C2)F (2-(1,2,4-triazol-1-yl)-6-ethyl-4-(4-fluorobenzylamino)-thieno-[2,3-d]-pyrimidine). Reaction SMILES: [NH:1]1[CH:5]=[N:4][CH:3]=[N:2]1.Cl[C:7]1[N:8]=[C:9]([NH:18][CH2:19][C:20]2[CH:25]=[CH:24][C:23]([F:26])=[CH:22][CH:21]=2)[C:10]2[CH:15]=[C:14]([CH2:16][CH3:17])[S:13][C:11]=2[N:12]=1>>[N:1]1([C:7]2[N:8]=[C:9]([NH:18][CH2:19][C:20]3[CH:21]=[CH:22][C:23]([F:26])=[CH:24][CH:25]=3)[C:10]3[CH:15]=[C:14]([CH2:16][CH3:17])[S:13][C:11]=3[N:12]=2)[CH:5]=[N:4][CH:3]=[N:2]1. Reported procedure: Following the procedure of Example 97, the reaction of 1,2,4-triazole with 2-chloro-6-ethyl-4-(4-fluorobenzylamino)-thieno-[2,3-d]-pyrimidine gives 2-(1,2,4-triazol-1-yl)-6-ethyl-4-(4-fluorobenzylamino)-thieno-[2,3-d]-pyrimidine. Starting materials: compound, ClC=1C=C(C=C(C1)F)C1=CC(=NN1C1=NC=CC=C1)C(=O)O (5-(3-Chloro-5-fluorophenyl)-1-(pyridin-2-yl)-1H-pyrazole-3-carboxylic acid), Cl.Cl.N1=CC=C(C=C1)NN (4-pyridylhydrazine dihydrochloride). Product: ClC=1C=C(C=C(C1)F)C1=CC(=NN1C1=CC=NC=C1)C(=O)O (5-(3-Chloro-5-fluorophenyl)-1-(pyridin-4-yl)-1H-pyrazole-3-carboxylic acid). Reaction SMILES: [Cl:1][C:2]1[CH:3]=[C:4]([C:9]2[N:13]([C:14]3[CH:19]=[CH:18]C=CN=3)[N:12]=[C:11]([C:20]([OH:22])=[O:21])[CH:10]=2)[CH:5]=[C:6]([F:8])[CH:7]=1.Cl.Cl.[N:25]1C=CC(NN)=[CH:27][CH:26]=1>>[Cl:1][C:2]1[CH:3]=[C:4]([C:9]2[N:13]([C:14]3[CH:19]=[CH:18][N:25]=[CH:26][CH:27]=3)[N:12]=[C:11]([C:20]([OH:22])=[O:21])[CH:10]=2)[CH:5]=[C:6]([F:8])[CH:7]=1 |f:1.2.3|. Procedure details: 1.30 g (3.97 mmol) of the compound of Example 1A is reacted analogously to the synthesis of the compound of Example 20A with 1.08 g (5.95 mmol) of 4-pyridylhydrazine dihydrochloride. After hydrolysis, 9 mg (0.7% of theory) of the title compound is obtained. The reactants are [BH4-], O=Cc1ccc(F)cc1OCc1ccccc1, CCO, [Na+]. Yields the product OCc1ccc(F)cc1OCc1ccccc1. RXN SMILES: [BH4-:1].[CH2:3]([c:4]1[cH:5][cH:6][cH:7][cH:8][cH:9]1)[O:10][c:11]1[c:12]([CH:13]=[O:14])[cH:15][cH:16][c:17]([F:19])[cH:18]1.[CH3:20][CH2:21][OH:22].[Na+:2]>>[CH2:3]([c:4]1[cH:5][cH:6][cH:7][cH:8][cH:9]1)[O:10][c:11]1[c:12]([CH2:13][OH:14])[cH:15][cH:16][c:17]([F:19])[cH:18]1. Starting materials: [BH3-]C#N.[Na+] (NaCNBH3), NC1=NNC2=NC=NC(=C21)NC2=CC(=CC=C2)Cl (3-amino-4-(3-chloro-phenylamino)-1H-pyrazolo[3,4-d]pyrimidine), C(C)(=O)O (acetic acid), COC=1C=C(C=O)C=C(C1OC)OC (3,4,5-trimethoxy-benzaldehyde). The solvent is CO (methanol), CN1CCN(C1=O)C (DMEU). The product is ClC=1C=C(C=CC1)NC1=C2C(=NC=N1)NN=C2NCC2=CC(=C(C(=C2)OC)OC)OC (4-(3-Chloro-phenylamino)-3-(3,4,5-trimethoxybenzylamino)-1H-pyrazolo[3,4-d]pyrimidine). As a reaction SMILES: [NH2:1][C:2]1[C:10]2[C:5](=[N:6][CH:7]=[N:8][C:9]=2[NH:11][C:12]2[CH:17]=[CH:16][CH:15]=[C:14]([Cl:18])[CH:13]=2)[NH:4][N:3]=1.C(O)(=O)C.[CH3:23][O:24][C:25]1[CH:26]=[C:27]([CH:30]=[C:31]([O:35][CH3:36])[C:32]=1[O:33][CH3:34])[CH:28]=O.[BH3-]C#N.[Na+]>CO.CN1C(=O)N(C)CC1>[Cl:18][C:14]1[CH:13]=[C:12]([NH:11][C:9]2[N:8]=[CH:7][N:6]=[C:5]3[NH:4][N:3]=[C:2]([NH:1][CH2:28][C:27]4[CH:30]=[C:31]([O:35][CH3:36])[C:32]([O:33][CH3:34])=[C:25]([O:24][CH3:23])[CH:26]=4)[C:10]=23)[CH:17]=[CH:16][CH:15]=1 |f:3.4|. Procedure details: Analogously to Example 21, 1.00 mmol of 3-amino-4-(3-chloro-phenylamino)-1H-pyrazolo[3,4-d]pyrimidine in 26 ml of methanol, 13 ml of DMEU and 3.0 mmol of acetic acid are first reacted with 3,4,5-trimethoxy-benzaldehyde and then reduced with 7.00 mmol of NaCNBH3 (5-7 days). 4-(3-Chloro-phenylamino)-3-(3,4,5-trimethoxybenzylamino)-1H-pyrazolo[3,4-d]pyrimidine is obtained; m.p. 240-245° C. HPLC: TRet (Grad5-40)=22.